From a dataset of the Open Reaction Database (ORD), a public repository of structured organic reaction records. describe an organic reaction: reactants, conditions, products, and yield Reactants: COC(=O)COc1ccc(OC(=O)c2ccccc2)cc1[N+](=O)[O-], CCOCC, C[O-], CCCCCC, CO, [Na+]. The product is COC(=O)COc1ccc(O)cc1[N+](=O)[O-]. Reaction SMILES: [C:1](=[O:2])([c:3]1[cH:4][cH:5][cH:6][cH:7][cH:8]1)[O:9][c:10]1[cH:11][c:12]([N+:22](=[O:23])[O-:24])[c:13]([O:16][CH2:17][C:18](=[O:19])[O:20][CH3:21])[cH:14][cH:15]1.[CH2:34]([O:35][CH2:36][CH3:37])[CH3:38].[CH3:25][O-:26].[CH3:28][CH2:29][CH2:30][CH2:31][CH2:32][CH3:33].[CH3:39][OH:40].[Na+:27]>>[OH:9][c:10]1[cH:11][c:12]([N+:22](=[O:23])[O-:24])[c:13]([O:16][CH2:17][C:18](=[O:19])[O:20][CH3:21])[cH:14][cH:15]1. The reactants are COc1cccnc1Br, [Li]CCCC, CCOc1ccc(-c2nc(CCC=O)cs2)cc1OCC, C1CCOC1, CCCCCC, [Cl-], [NH4+]. Yields the product CCOc1ccc(-c2nc(CCC(O)c3ncccc3OC)cs2)cc1OCC. Reaction SMILES: [Br:1][c:2]1[n:3][cH:4][cH:5][cH:6][c:7]1[O:8][CH3:9].[CH2:10]([Li:11])[CH2:12][CH2:13][CH3:14].[CH2:15]([CH3:16])[O:17][c:18]1[cH:19][c:20](-[c:27]2[s:28][cH:29][c:30]([CH2:32][CH2:33][CH:34]=[O:35])[n:31]2)[cH:21][cH:22][c:23]1[O:24][CH2:25][CH3:26].[CH2:38]1[O:39][CH2:40][CH2:41][CH2:42]1.[CH3:43][CH2:44][CH2:45][CH2:46][CH2:47][CH3:48].[Cl-:36].[NH4+:37]>>[c:2]1([CH:34]([CH2:33][CH2:32][c:30]2[cH:29][s:28][c:27](-[c:20]3[cH:19][c:18]([O:17][CH2:15][CH3:16])[c:23]([O:24][CH2:25][CH3:26])[cH:22][cH:21]3)[n:31]2)[OH:35])[n:3][cH:4][cH:5][cH:6][c:7]1[O:8][CH3:9]. Reactants: BrC1=CC=CC(=N1)C1=NC(=CC=C1)C1=C(C=C(C=C1)C)O (6-bromo-6′-(2-hydroxy-4-methylphenyl)-2,2′-bipyridine), FC=1C(=C(C=CC1)B(O)O)O (3-fluoro-2-hydroxyphenylboronic acid). Product: FC=1C(=C(C=CC1)C1=CC=CC(=N1)C1=NC(=CC=C1)C1=C(C=C(C=C1)C)O)O (6-(3-Fluoro-2-hydroxyphenyl)-6′-(2-hydroxy-4-methylphenyl)-2,2′-bipyridine). The yield is 17.0%. Reaction SMILES: Br[C:2]1[N:7]=[C:6]([C:8]2[CH:13]=[CH:12][CH:11]=[C:10]([C:14]3[CH:19]=[CH:18][C:17]([CH3:20])=[CH:16][C:15]=3[OH:21])[N:9]=2)[CH:5]=[CH:4][CH:3]=1.[F:22][C:23]1[C:24]([OH:32])=[C:25](B(O)O)[CH:26]=[CH:27][CH:28]=1>>[F:22][C:23]1[C:24]([OH:32])=[C:25]([C:2]2[N:7]=[C:6]([C:8]3[CH:13]=[CH:12][CH:11]=[C:10]([C:14]4[CH:19]=[CH:18][C:17]([CH3:20])=[CH:16][C:15]=4[OH:21])[N:9]=3)[CH:5]=[CH:4][CH:3]=2)[CH:26]=[CH:27][CH:28]=1. Procedure: 6-(3-Fluoro-2-hydroxyphenyl)-6′-(2-hydroxy-4-methylphenyl)-2,2′-bipyridine was prepared from 6-bromo-6′-(2-hydroxy-4-methylphenyl)-2,2′-bipyridine and 3-fluoro-2-hydroxyphenylboronic acid in 17% yield using method F; δH [2H6]-DMSO 13.37,(1H, b), 8.38,(1H, d), 8.34-8.15,(4H, m), 8.10,(1H, d), 8.01,(1H, d), 7.95,(1H, d), 7.34,(1H, t), 6.98,(1H, m), 6.81,(2H, m), 2.33,(3H, s).